Dataset: the Open Reaction Database (ORD), a public repository of structured organic reaction records. Task: describe an organic reaction: reactants, conditions, products, and yield Starting materials: CCCCCCCCCC(CC)SCCCCCCCCCCNC(OCC1=CC=CC=C1)=O (benzyl N-(10-dodecylthio)decylcarbamate), Br (hydrobromic acid), C(C)(=O)O (acetic acid), C(C)(=O)O (acetic acid). The product is Br.C(CCCCCCCCCCC)SCCCCCCCCCCN (10-dodecylthiodecylamine hydrobromide). RXN SMILES: [CH3:1][CH2:2][CH2:3][CH2:4][CH2:5][CH2:6][CH2:7][CH2:8][CH2:9][CH:10]([S:13][CH2:14][CH2:15][CH2:16][CH2:17][CH2:18][CH2:19][CH2:20][CH2:21][CH2:22][CH2:23][NH:24]C(=O)OCC1C=CC=CC=1)CC.[BrH:35].[C:36](O)(=O)[CH3:37]>>[BrH:35].[CH2:10]([S:13][CH2:14][CH2:15][CH2:16][CH2:17][CH2:18][CH2:19][CH2:20][CH2:21][CH2:22][CH2:23][NH2:24])[CH2:9][CH2:8][CH2:7][CH2:6][CH2:5][CH2:4][CH2:3][CH2:2][CH2:1][CH2:36][CH3:37] |f:3.4|. Reported procedure: In a 1000 ml flask equipped with a stirrer, a condenser and a calcium chloride dryer tube were charged 27.0 g of the carboxylic acid synthesized in Synthetic example 21, 10.0 g of thionyl chloride, one drop of DMF and 100 ml of chloroform, and the mixture was refluxed for 2 hours on an oil bath. After completion of the reaction, chloroform and excessive thionyl chloride were removed by distillation under reduced pressure to obtain acid chloride. Whole content of the resulting acid chloride was d... The reactants are C1=C(C=CC2=CC=C(C=C12)C=1C=C(C(=O)OC)C=CC1)C=1C=C(C(=O)OC)C=CC1 (dimethyl 3,3′-(naphthalene-2,7-diyl)dibenzoate). Run in mixed solvent, C1CCOC1 (THF), CO (MeOH), [OH-].[Na+] (NaOH). Conditions: time 8 hour. Yields the product C1=C(C=CC2=CC=C(C=C12)C=1C=C(C(=O)O)C=CC1)C=1C=C(C(=O)O)C=CC1 (3,3′-(Naphthalene-2,7-diyl)dibenzoic acid). As a reaction SMILES: [CH:1]1[C:10]2[C:5](=[CH:6][CH:7]=[C:8]([C:11]3[CH:12]=[C:13]([CH:18]=[CH:19][CH:20]=3)[C:14]([O:16]C)=[O:15])[CH:9]=2)[CH:4]=[CH:3][C:2]=1[C:21]1[CH:22]=[C:23]([CH:28]=[CH:29][CH:30]=1)[C:24]([O:26]C)=[O:25]>C1COCC1.CO.[OH-].[Na+]>[CH:1]1[C:10]2[C:5](=[CH:6][CH:7]=[C:8]([C:11]3[CH:12]=[C:13]([CH:18]=[CH:19][CH:20]=3)[C:14]([OH:16])=[O:15])[CH:9]=2)[CH:4]=[CH:3][C:2]=1[C:21]1[CH:22]=[C:23]([CH:28]=[CH:29][CH:30]=1)[C:24]([OH:26])=[O:25] |f:3.4|. Procedure: 2.0 g of dimethyl 3,3′-(naphthalene-2,7-diyl)dibenzoate was dissolved in 60 mL of mixed solvent of THF and MeOH (v/v=1:1), 20 mL of 2N NaOH aqueous solution was added. The mixture was stirred at room temperature overnight. After the organic phase was removed, the aqueous phase was acidified with dilute hydrochloric acid to give white precipitate, which was filtered and washed with water several times. Yield: 1.71 g, 92%. 1H NMR (300 MHz, DMSO-d6): δ 7.65 (t, 2H), 7.92 (d, 2H), 7.98 (d, 2H), 8.09... Reactants: NC(=O)c1nc2cccc([N+](=O)[O-])c2o1, CN(C)C=O, O, O=P(Cl)(Cl)Cl. Yields the product N#Cc1nc2cccc([N+](=O)[O-])c2o1. Reaction SMILES: [C:11]([NH2:12])(=[O:13])[c:14]1[o:15][c:16]2[c:17]([n:18]1)[cH:19][cH:20][cH:21][c:22]2[N+:23](=[O:24])[O-:25].[CH3:6][N:7]([CH3:8])[CH:9]=[O:10].[OH2:26].[P:1]([Cl:2])([Cl:3])([Cl:4])=[O:5]>>[C:11](#[N:12])[c:14]1[o:15][c:16]2[c:17]([n:18]1)[cH:19][cH:20][cH:21][c:22]2[N+:23](=[O:24])[O-:25]. Starting materials: Br, COc1ccc(C(C)(C)C)cc1Cc1cccnc1, CC(=O)O, I. The product is CC(C)(C)c1ccc(O)c(Cc2cccnc2)c1. RXN SMILES: [BrH:21].[CH2:1]([c:2]1[cH:3][n:4][cH:5][cH:6][cH:7]1)[c:8]1[c:9]([O:18][CH3:19])[cH:10][cH:11][c:12]([C:14]([CH3:15])([CH3:16])[CH3:17])[cH:13]1.[CH3:22][C:23](=[O:24])[OH:25].[IH:20]>>[CH2:1]([c:2]1[cH:3][n:4][cH:5][cH:6][cH:7]1)[c:8]1[c:9]([OH:18])[cH:10][cH:11][c:12]([C:14]([CH3:15])([CH3:16])[CH3:17])[cH:13]1. Starting materials: [BH3-]C#N, C=O, CC(=O)O, CC(C)Oc1cc(C(F)(F)F)c2c3c(ccc2n1)NC1CCCC1O3, [Na+]. The product is CC(C)Oc1cc(C(F)(F)F)c2c3c(ccc2n1)N(C)C1CCCC1O3. Reaction SMILES: [C:28]([BH3-:29])#[N:30].[CH2:26]=[O:27].[CH3:32][C:33](=[O:34])[OH:35].[CH:1]([CH3:2])([CH3:3])[O:4][c:5]1[n:6][c:7]2[cH:8][cH:9][c:10]3[c:11]([c:12]2[c:13]([C:15]([F:16])([F:17])[F:18])[cH:14]1)[O:19][CH:20]1[CH:21]([NH:22]3)[CH2:23][CH2:24][CH2:25]1.[Na+:31]>>[CH:1]([CH3:2])([CH3:3])[O:4][c:5]1[n:6][c:7]2[cH:8][cH:9][c:10]3[c:11]([c:12]2[c:13]([C:15]([F:16])([F:17])[F:18])[cH:14]1)[O:19][CH:20]1[CH:21]([N:22]3[CH3:28])[CH2:23][CH2:24][CH2:25]1. Reactants: CN(C=CC(C(C#N)=CN(C)C)=O)C (5-(dimethylamino)-2-[(dimethylamino)methylene]-3-oxopent-4-enenitrile), C(C)(=O)[O-].[NH4+] (ammonium acetate). Solvent: CCO (EtOH). Yields the product OC1=CC=NC=C1C#N (4-hydroxynicotinonitrile). Isolated yield 52.3%. As a reaction SMILES: CN(C)C=[CH:4][C:5](=[O:13])[C:6](=[CH:9][N:10](C)[CH3:11])[C:7]#[N:8].C([O-])(=O)C.[NH4+]>CCO>[OH:13][C:5]1[C:6]([C:7]#[N:8])=[CH:9][N:10]=[CH:11][CH:4]=1 |f:1.2|. Procedure: A mixture of 5-(dimethylamino)-2-[(dimethylamino)methylene]-3-oxopent-4-enenitrile (64.3 g, 333 mmol) and ammonium acetate (126 g, 1.66 mol) in EtOH (1.8 L) was heated at reflux for 60 h and concentrated to remove solvent. The resultant semi-solid residue was diluted with EtOAc, filtered and washed with EtOAc followed by CH2Cl2. The filtrate was evaporated to a reduced volume. The precipitated solids were collected by filtration, washed with EtOAc and a minimum amount of EtOH. The process of eva... Reported procedure: To a solution of 283 mg. of 3-p-toluoyl-5,6,7,8-tetrahydropyrrolo[1,2-a]pyridine-8-carboxylic acid in 10 ml. of methanol is added 1 molar equivalent of sodium hydroxide, in the form of a 0.1 N solution. The solvent is then evaporated under reduced pressure and the residue taken up in 2 ml. of methanol, followed by precipitation with ether, to yield crude sodium 3-p-toluoyl-5,6,7,8-tetrahydropyrrolo[1,2-a]pyridine-8-carboxylate. Yields the product C1(=CC=C(C=C1)C(=O)C1=CC=C2N1CCCC2C(=O)[O-])C.[Na+] (sodium 3-p-toluoyl-5,6,7,8-tetrahydropyrrolo[1,2-a]pyridine-8-carboxylate). Run in CO (methanol). As a reaction SMILES: [C:1]1([CH3:21])[CH:6]=[CH:5][C:4]([C:7]([C:9]2[N:13]3[CH2:14][CH2:15][CH2:16][CH:17]([C:18]([OH:20])=[O:19])[C:12]3=[CH:11][CH:10]=2)=[O:8])=[CH:3][CH:2]=1.[OH-].[Na+:23]>CO>[C:1]1([CH3:21])[CH:2]=[CH:3][C:4]([C:7]([C:9]2[N:13]3[CH2:14][CH2:15][CH2:16][CH:17]([C:18]([O-:20])=[O:19])[C:12]3=[CH:11][CH:10]=2)=[O:8])=[CH:5][CH:6]=1.[Na+:23] |f:1.2,4.5|. Starting materials: C1(=CC=C(C=C1)C(=O)C1=CC=C2N1CCCC2C(=O)O)C (3-p-toluoyl-5,6,7,8-tetrahydropyrrolo[1,2-a]pyridine-8-carboxylic acid), [OH-].[Na+] (sodium hydroxide), solution. Reactants: ClC1=C(C=CC(=C1)[N+](=O)[O-])N1C=CC=C1 (1-(2-chloro-4-nitrophenyl)pyrrole), C(C)(=O)O (acetic acid). Reagents/catalysts: [Fe] (iron). Solvent: O (water). Conditions: time 1 hour. The product is ClC=1C=C(N)C=CC1N1C=CC=C1 (3-chloro-4-(pyrrol-1-yl)aniline). The yield is 63.0%. As a reaction SMILES: [Cl:1][C:2]1[CH:7]=[C:6]([N+:8]([O-])=O)[CH:5]=[CH:4][C:3]=1[N:11]1[CH:15]=[CH:14][CH:13]=[CH:12]1.C(O)(=O)C>O.[Fe]>[Cl:1][C:2]1[CH:7]=[C:6]([CH:5]=[CH:4][C:3]=1[N:11]1[CH:15]=[CH:14][CH:13]=[CH:12]1)[NH2:8]. Reported procedure: A stirred mixture of 15.0 g (0.07 mole) of 1-(2-chloro-4-nitrophenyl)pyrrole and 30.0 g (0.53 mole) of iron powder in 100 ml of water was heated at reflux. During a three hour period 59.0 g (0.98 mole) of glacial acetic acid was added dropwise to the refluxing reaction mixture. Reflux was continued for one hour after complete addition. The mixture was cooled to room temperature, filtered and the filter cake rinsed with toluene. The filtrate was extracted with toluene (three 150 ml portions) and ... Starting materials: Cl.C(C)N=C=NCCCN(C)C (1-Ethyl-3-(3′-dimethylaminopropyl)carbodiimide hydrochloride), BrC1=C(C=C(C(=O)O)C=C1)C (4-bromo-3-methyl benzoic acid), NCCN1CCCC1 (1-(2-aminoethyl)pyrrolidine), O.ON1N=NC2=C1C=CC=C2 (1-hydroxybenzotriazole hydrate). Solvent: CN(C=O)C (N,N-dimethylformamide). Conditions: time 24 hour. Yields the product BrC1=C(C=C(C(=O)NCCN2CCCC2)C=C1)C (4-Bromo-3-methyl-N-(2-pyrrolidin-1-yl-ethyl)benzamide). RXN SMILES: Cl.C(N=C=NCCCN(C)C)C.[Br:13][C:14]1[CH:22]=[CH:21][C:17]([C:18]([OH:20])=O)=[CH:16][C:15]=1[CH3:23].[NH2:24][CH2:25][CH2:26][N:27]1[CH2:31][CH2:30][CH2:29][CH2:28]1.O.ON1C2C=CC=CC=2N=N1>CN(C)C=O>[Br:13][C:14]1[CH:22]=[CH:21][C:17]([C:18]([NH:24][CH2:25][CH2:26][N:27]2[CH2:31][CH2:30][CH2:29][CH2:28]2)=[O:20])=[CH:16][C:15]=1[CH3:23] |f:0.1,4.5|. Procedure: 1-Ethyl-3-(3′-dimethylaminopropyl)carbodiimide hydrochloride (2.68 g) was added to a solution of 4-bromo-3-methyl benzoic acid (3.0 g), 1-(2-aminoethyl)pyrrolidine (1.78 ml) and 1-hydroxybenzotriazole hydrate (1.89 g) in dry N,N-dimethylformamide (30 ml). The reaction was stirred at room temperature for 24 hours. The solution was concentrated under reduced pressure. The residue was dissolved in ethyl acetate and washed with brine. The organic layer was dried over magnesium sulfate, filtered and ... Reactants: 5, Br (hydrogen bromide), C1=CC=C(C=C1)C[C@@H](C(=O)N)NC(=O)OCC2=CC=CC=C2 (Z--Phe--NH2), Br (hydrogen bromide), Rf8,HBr. The solvent is C(C)(=O)O (acetic acid), CCOCC (ether), C(C)(=O)O (acetic acid). Run at time 5 minute. Product: Br.N[C@@H](CC1=CC=CC=C1)C(=O)N (L-Phenylalanine-amide hydrobromide). RXN SMILES: [CH:1]1[CH:6]=[CH:5][C:4]([CH2:7][C@H:8]([NH:12]C(OCC2C=CC=CC=2)=O)[C:9]([NH2:11])=[O:10])=[CH:3][CH:2]=1.[BrH:23]>C(O)(=O)C.CCOCC>[BrH:23].[NH2:12][C@H:8]([C:9]([NH2:11])=[O:10])[CH2:7][C:4]1[CH:5]=[CH:6][CH:1]=[CH:2][CH:3]=1 |f:4.5|. Reported procedure: 6.55 g (22 mmoles) of Z--Phe--NH2, prepared as described in Example 1, Step 1, are dissolved in 13 ml of acetic acid, and 30 ml of 5 n hydrogen bromide in acetic acid are added to the solution. After 5 minutes of stirring a thick precipitate separates. The suspension is allowed to stand for one hour, thereafter it is diluted with dry ether and filtered. The crude product is dissolved in 240 ml of ethanol, the solution is decolorized, and the product is precipitated with 740 ml of ether. 4.90 g (...